The task is: describe an organic reaction: reactants, conditions, products, and yield. This data is from the Open Reaction Database (ORD), a public repository of structured organic reaction records. The reactants are C(C)C=1C(=C(C=CC1NC(C(F)(F)F)=O)OC)[N+](=O)[O-] (3-ethyl-2-nitro-4-trifluoroacetamidoanisole), B(Br)(Br)Br (boron tribromide), O (water), CO (methanol). Solvent: C(Cl)Cl (methylene chloride), C(Cl)Cl (methylene chloride), C(Cl)Cl (methylene chloride). The product is C(C)C=1C(=C(C=CC1NC(C(F)(F)F)=O)O)[N+](=O)[O-] (3-ethyl-2-nitro-4-trifluoroacetamidophenol). RXN SMILES: [CH2:1]([C:3]1[C:4]([N+:18]([O-:20])=[O:19])=[C:5]([O:16]C)[CH:6]=[CH:7][C:8]=1[NH:9][C:10](=[O:15])[C:11]([F:14])([F:13])[F:12])[CH3:2].B(Br)(Br)Br.CO.O>C(Cl)Cl>[CH2:1]([C:3]1[C:4]([N+:18]([O-:20])=[O:19])=[C:5]([OH:16])[CH:6]=[CH:7][C:8]=1[NH:9][C:10](=[O:15])[C:11]([F:14])([F:13])[F:12])[CH3:2]. Procedure details: A solution of 3-ethyl-2-nitro-4-trifluoroacetamidoanisole (19.3 mmol) in dry methylene chloride (250 mL) at -78° C. under nitrogen atmosphere is treated dropwise with a solution of boron tribromide (96.9 mmol) in dry methylene chloride (50 mL). After complete addition, the mixture is allowed to warm to room temperature and stirring is maintained for one hour. The mixture is cooled to -78° C. and methanol (100 mL) is added dropwise. After complete addition, the solution is allowed to warm to room... Reactants: ClC1=CC=C(N=N1)C(=O)N1CCN(CC1)C1=NC=C(C=C1C)C ((6-chloropyridazin-3-yl)[4-(3,5-dimethylpyridin-2-yl)piperazin-1-yl]methanone), CN1C(NCC1)=O (1-methylimidazolidin-2-one). Yields the product CC=1C(=NC=C(C1)C)N1CCN(CC1)C(=O)C1=CC=C(N=N1)N1C(N(CC1)C)=O (1-{6-[4-(3,5-dimethylpyridin-2-yl)piperazine-1-carbonyl]pyridazin-3-yl}-3-methylimidazolidin-2-one). The yield is 34.7%. RXN SMILES: Cl[C:2]1[N:7]=[N:6][C:5]([C:8]([N:10]2[CH2:15][CH2:14][N:13]([C:16]3[C:21]([CH3:22])=[CH:20][C:19]([CH3:23])=[CH:18][N:17]=3)[CH2:12][CH2:11]2)=[O:9])=[CH:4][CH:3]=1.[CH3:24][N:25]1[CH2:29][CH2:28][NH:27][C:26]1=[O:30]>>[CH3:22][C:21]1[C:16]([N:13]2[CH2:14][CH2:15][N:10]([C:8]([C:5]3[N:6]=[N:7][C:2]([N:27]4[CH2:28][CH2:29][N:25]([CH3:24])[C:26]4=[O:30])=[CH:3][CH:4]=3)=[O:9])[CH2:11][CH2:12]2)=[N:17][CH:18]=[C:19]([CH3:23])[CH:20]=1. Reported procedure: Using (6-chloropyridazin-3-yl)[4-(3,5-dimethylpyridin-2-yl)piperazin-1-yl]methanone (150 mg) described in Preparation Example 230 and 1-methylimidazolidin-2-one (68 mg) and by the reaction and treatment in the same manner as in Example 536, the title compound (62 mg) was obtained. Reactants: ClC=1N=C(C2=C(N1)NC=C2)NC2CCC2 (2-chloro-N-cyclobutyl-7H-pyrrolo[2,3-d]pyrimidin-4-amine), C1CC(=O)N(C1=O)Cl (NCS). Solvent: C(Cl)Cl (CH2Cl2). Yields the product ClC=1N=C(C2=C(N1)NC=C2Cl)NC2CCC2 (2,5-dichloro-N-cyclobutyl-7H-pyrrolo[2,3-d]pyrimidin-4-amine). Yield: 19.4%. Reaction SMILES: [Cl:1][C:2]1[N:3]=[C:4]([NH:11][CH:12]2[CH2:15][CH2:14][CH2:13]2)[C:5]2[CH:10]=[CH:9][NH:8][C:6]=2[N:7]=1.C1C(=O)N([Cl:23])C(=O)C1>C(Cl)Cl>[Cl:1][C:2]1[N:3]=[C:4]([NH:11][CH:12]2[CH2:15][CH2:14][CH2:13]2)[C:5]2[C:10]([Cl:23])=[CH:9][NH:8][C:6]=2[N:7]=1. Procedure: To a suspension of 2-chloro-N-cyclobutyl-7H-pyrrolo[2,3-d]pyrimidin-4-amine (102 mg, 0.460 mmol) in CH2Cl2 (5 mL) at room temperature, NCS (68 mg, 0.51 mmol) was added. The mixture was stirred at reflux for 18 h. After being concentrated in vacuo, the residue was purified by HPLC to give 2,5-dichloro-N-cyclobutyl-7H-pyrrolo[2,3-d]pyrimidin-4-amine (23 mg). Run at time 0.5 hour. Reaction SMILES: C(OC([N:11]1[CH2:16][CH2:15][CH:14]([CH2:17][CH2:18][CH2:19][CH2:20][CH2:21][CH2:22][C@H:23]([NH:29][C@@H:30]2[C:36](=[O:37])[N:35]([CH2:38][C:39]([O:41]C(C)(C)C)=[O:40])[C:34]3[CH:46]=[CH:47][CH:48]=[CH:49][C:33]=3[S:32][CH2:31]2)[C:24]([O:26]CC)=[O:25])[CH2:13][CH2:12]1)=O)C1C=CC=CC=1.C(O)(=O)C.Br.C(OCC)C>C(O)(=O)C>[C:24]([C@@H:23]([NH:29][C@@H:30]1[C:36](=[O:37])[N:35]([CH2:38][C:39]([OH:41])=[O:40])[C:34]2[CH:46]=[CH:47][CH:48]=[CH:49][C:33]=2[S:32][CH2:31]1)[CH2:22][CH2:21][CH2:20][CH2:19][CH2:18][CH2:17][CH:14]1[CH2:15][CH2:16][NH:11][CH2:12][CH2:13]1)([OH:26])=[O:25] |f:1.2|. Solvent: C(C)(=O)O (acetic acid). Isolated yield 48.6%. Procedure details: In 1.5 ml of acetic acid is dissolved 0.3 g of tert-butyl 3(R)-[7-(1-benzyloxycarbonyl-4-piperidyl)-1(S)-ethoxycarbonylheptyl]amino-4-oxo-2,3,4,5-tetrahydro-1,5-benzothiazepine-5-acetate, and 1 ml of 30% hydrogen-bromide acetic acid solution is added to the solution, followed by allowing the mixture to stand at room temperature for 0.5 hour. Ethyl ether (80 ml) is added to the reaction solution, which is then allowed to stand. The supernatant liquid is decanted, and the precipitate is dissolved ... The reactants are C(C1=CC=CC=C1)OC(=O)N1CCC(CC1)CCCCCC[C@@H](C(=O)OCC)N[C@H]1CSC2=C(N(C1=O)CC(=O)OC(C)(C)C)C=CC=C2 (tert-butyl 3(R)-[7-(1-benzyloxycarbonyl-4-piperidyl)-1(S)-ethoxycarbonylheptyl]amino-4-oxo-2,3,4,5-tetrahydro-1,5-benzothiazepine-5-acetate), C(C)(=O)O.Br (hydrogen-bromide acetic acid), C(C)OCC (Ethyl ether). Yields the product C(=O)(O)[C@H](CCCCCCC1CCNCC1)N[C@H]1CSC2=C(N(C1=O)CC(=O)O)C=CC=C2 (3(R)-[1(S)-carboxy-7-(4-piperidyl)heptyl]amino-4-oxo-2,3,4,5-tetrahydro-1,5-benzothiazepine-5-acetic acid). Starting materials: BrC=1C=CC(=C(C=O)C1)OC (5-bromo-2-methoxybenzaldehyde), tetrakis (triphenylphosphine)palladium, C([O-])([O-])=O.[Na+].[Na+] (Sodium carbonate), C(C)B(C=1C=NC=CC1)CC (diethyl (3-pyridyl)borane). Solvent: COCCOC (DME). Reaction conditions: time 0.25 hour. The product is COC1=C(C=O)C=CC(=C1)C=1C=NC=CC1 (2-Methoxy-4-(3-pyridyl)benzaldehyde). Yield: 855.0%. As a reaction SMILES: Br[C:2]1[CH:3]=[CH:4][C:5]([O:10][CH3:11])=[C:6]([CH:9]=1)[CH:7]=[O:8].C(=O)([O-])[O-].[Na+].[Na+].C(B(CC)[C:21]1[CH:22]=[N:23][CH:24]=[CH:25][CH:26]=1)C>COCCOC>[CH3:11][O:10][C:5]1[CH:4]=[C:3]([C:21]2[CH:22]=[N:23][CH:24]=[CH:25][CH:26]=2)[CH:2]=[CH:9][C:6]=1[CH:7]=[O:8] |f:1.2.3|. Procedure: A mixture of 5-bromo-2-methoxybenzaldehyde (10.00 g, 1.82 mmol) and tetrakis (triphenylphosphine)palladium (O) (2.10 g, 1.82 mmol, 3.9 mol %) in DME (filtered through Al2O3) (50 ml) was stirred at RT for 0.25 h. Sodium carbonate (2M, 50 ml, 0.10 mol %) and diethyl (3-pyridyl)borane (6.817 g, 46.36 mmol) were added, the mixture heated to reflux for 5.5 h then allowed to stand at RT overnight. The dark brown reaction mixture was partitioned between water (50 ml) and Et2O (100 ml) and the organic l... Starting materials: OCC(=O)C1=CC=C(C#N)C=C1 (4-(2-hydroxyacetyl)benzonitrile), S(=O)(=O)([O-])[O-].[Ca+2] (calcium sulfate), C(C=C)Br (allyl bromide). The reagents and catalysts are [Ag]=O (silver oxide). Run in CCOC(=O)C (AcOEt). Conditions: time 2 hour. The product is C(C=C)OCC(=O)C1=CC=C(C#N)C=C1 (4-[2-(2-Propenyloxy)acetyl]benzonitrile). RXN SMILES: [OH:1][CH2:2][C:3]([C:5]1[CH:12]=[CH:11][C:8]([C:9]#[N:10])=[CH:7][CH:6]=1)=[O:4].S([O-])([O-])(=O)=O.[Ca+2].[CH2:19](Br)[CH:20]=[CH2:21]>CCOC(C)=O.[Ag]=O>[CH2:21]([O:1][CH2:2][C:3]([C:5]1[CH:12]=[CH:11][C:8]([C:9]#[N:10])=[CH:7][CH:6]=1)=[O:4])[CH:20]=[CH2:19] |f:1.2|. Reported procedure: To a solution of 2.7 g of 4-(2-hydroxyacetyl)benzonitrile in allyl bromide (15 mL) is added 10.2 g calcium sulfate and 6.7 g of silver oxide. The mixture is stirred under argon and in the dark for 2 hours. The mixture is diluted with AcOEt, filtered on celite, concentrated and purified on silica gel (ethyl acetate/cyclohexane: 0/100 to 50/50) to give the desired compound.